Dataset: the Open Reaction Database (ORD), a public repository of structured organic reaction records. Task: describe an organic reaction: reactants, conditions, products, and yield Starting materials: C(C)(=O)C=1C=C2CCC(NC2=C(C1)OC)=O (6-acetyl-8-methoxy-3,4-dihydrocarbostyril), BrBr (bromine). Run in C(Cl)(Cl)Cl (chloroform), C(Cl)(Cl)Cl (chloroform). Yields the product BrCC(=O)C=1C=C2CCC(NC2=C(C1)OC)=O (6-(α-bromoacetyl)-8-methoxy-3,4-dihydrocarbostyril). The yield is 75.9%. Reaction SMILES: [C:1]([C:4]1[CH:5]=[C:6]2[C:11](=[C:12]([O:14][CH3:15])[CH:13]=1)[NH:10][C:9](=[O:16])[CH2:8][CH2:7]2)(=[O:3])[CH3:2].[Br:17]Br>C(Cl)(Cl)Cl>[Br:17][CH2:2][C:1]([C:4]1[CH:5]=[C:6]2[C:11](=[C:12]([O:14][CH3:15])[CH:13]=1)[NH:10][C:9](=[O:16])[CH2:8][CH2:7]2)=[O:3]. Procedure: To a solution of 6-acetyl-8-methoxy-3,4-dihydrocarbostyril (3.1 g) in chloroform (30 ml) was added dropwise a solution of bromine (2.26 g) in chloroform (20 ml) with stirring at room temperature. After completion of addition, the mixture was stirred for 30 minutes at room temperature, thereafter, the reaction mixture was concentrated and the residue was recrystallized from methanol to give 3.2 g of 6-(α-bromoacetyl)-8-methoxy-3,4-dihydrocarbostyril. Reactants: cyclic sulfate, C1CCOC1 (THF), [Li]CCCC (n-BuLi), [Li]CCCC (n-BuLi), [Li]CCCC (n-BuLi), C1(=CC=CC=C1)P (phenylphosphine), C1CCOC1 (THF). Reaction conditions: time 2 hour. Yields the product C[C@H]1P([C@@H](CC1)C)C1=CC=CC=C1 ((R,R)-2,5-Dimethyl-1-phenyl-phospholane). Procedure details: One equivalent of n-BuLi (8.9 ml, 1.6 M. solution in n-hexane) is added slowly to a solution of 1.57 g phenylphosphine (14.3 mmol) in 100 ml of THF at −78° C. This is then stirred for a further two hours at room temperature. After cooling again to −78° C., one equivalent of the cyclic sulfate 1 in 10 ml of THF is added via a cannula and the reaction is allowed to end by stirring at 25° C. for 3 hours. Before adding a further 1.2 eq. of n-BuLi (9.8 ml) via syringe, the mixture is cooled again, n-... The yield is 71.0%. RXN SMILES: [Li][CH2:2][CH2:3][CH2:4][CH3:5].[C:6]1([PH2:12])[CH:11]=[CH:10][CH:9]=[CH:8][CH:7]=1.[CH2:13]1COC[CH2:14]1>O>[CH3:5][C@@H:4]1[CH2:3][CH2:2][C@@H:13]([CH3:14])[P:12]1[C:6]1[CH:11]=[CH:10][CH:9]=[CH:8][CH:7]=1. Solvent: O (water). Starting materials: C(C)(C)(C)OC(=O)NC1CCC(CC1)=O (N-tert-butyloxycarbonyl-4-aminocyclohexanone), O=C1NC2=C(N1C1CCNCC1)C=CC=C2 (4-(2-keto-1-benzimidazolinyl)piperidine), C(C)(=O)O[BH-](OC(C)=O)OC(C)=O.[Na+] (sodium triacetoxyborohydride), C(=O)([O-])[O-].[Na+].[Na+] (Na2CO3). Run in O1CCCC1 (tetrahydrofuran), ClCCCl (1,2-dichloroethane), C(C)(=O)O (acetic acid), O (H2O). Conditions: time 3 day. Yields the product N1=CC(=CC=C1)C(=O)N[C@H]1CC[C@H](CC1)N1CCC(CC1)N1C(NC2=C1C=CC=C2)=O (1,3-Dihydro-1-{1-[cis-4-(3-pyridinecarbonylamino)cyclohexyl]piperidin-4-yl}-2H-benzimidazol-2-one). Reaction SMILES: C(O[C:6]([NH:8][CH:9]1[CH2:14][CH2:13][C:12](=O)[CH2:11][CH2:10]1)=[O:7])(C)(C)C.[O:16]=[C:17]1[N:21]([CH:22]2[CH2:27][CH2:26][NH:25][CH2:24][CH2:23]2)[C:20]2[CH:28]=[CH:29][CH:30]=[CH:31][C:19]=2[NH:18]1.C(O[BH-](O[C:42](=O)[CH3:43])OC(=O)C)(=O)C.[Na+].C([O-])([O-])=O.[Na+].[Na+]>O.O1CCCC1.ClCCCl.C(O)(=O)C>[N:8]1[CH:43]=[CH:42][CH:11]=[C:10]([C:6]([NH:8][C@@H:9]2[CH2:10][CH2:11][C@H:12]([N:25]3[CH2:24][CH2:23][CH:22]([N:21]4[C:20]5[CH:28]=[CH:29][CH:30]=[CH:31][C:19]=5[NH:18][C:17]4=[O:16])[CH2:27][CH2:26]3)[CH2:13][CH2:14]2)=[O:7])[CH:9]=1 |f:2.3,4.5.6|. Procedure details: A mixture of N-tert-butyloxycarbonyl-4-aminocyclohexanone (1.32 g), 4-(2-keto-1-benzimidazolinyl)piperidine (1.48 g), sodium triacetoxyborohydride (1.97 g), acetic acid (0.35 mL), 1,2-dichloroethane (50 mL) and tetrahydrofuran (60 mL) was stirred at room temperature for 3 days. Saturated aqueous Na2CO3 (30 mL) and H2O (30 mL) were added and the mixture was extracted with dichloromethane (2×100 mL). The combined organic extracts were concentrated to dryness under reduced pressure. Column chromato... Starting materials: ClCCOC1=CC=CC=2OCCOC21 (5-(2-chloroethoxy)-1,4-benzodioxane), Br.FC1=CC=C(C(=O)C2CCNCCC2)C=C1 (4-(4-fluorobenzoyl)perhydroazepine hydrobromide), [I-].[K+] (potassium iodide), C([O-])([O-])=O.[K+].[K+] (potassium carbonate). Solvent: C(C)C(=O)CC (diethyl ketone), CO (methanol), CC(=O)C.CCOCC (acetone ether). Reaction conditions: time 24 hour. Yields the product Cl.FC1=CC=C(C(=O)C2CCN(CCC2)CCOC2=CC=CC=3OCCOC32)C=C1 (5-{2-[4-(4-Fluorobenzoyl)perhydroazepin-1-yl]ethoxy}-1,4-benzodioxane hydrochloride). As a reaction SMILES: [Cl:1][CH2:2][CH2:3][O:4][C:5]1[C:14]2[O:13][CH2:12][CH2:11][O:10][C:9]=2[CH:8]=[CH:7][CH:6]=1.Br.[F:16][C:17]1[CH:31]=[CH:30][C:20]([C:21]([CH:23]2[CH2:29][CH2:28][CH2:27][NH:26][CH2:25][CH2:24]2)=[O:22])=[CH:19][CH:18]=1.[I-].[K+].C(=O)([O-])[O-].[K+].[K+]>C(C(CC)=O)C.CC(C)=O.CCOCC.CO>[ClH:1].[F:16][C:17]1[CH:18]=[CH:19][C:20]([C:21]([CH:23]2[CH2:29][CH2:28][CH2:27][N:26]([CH2:2][CH2:3][O:4][C:5]3[C:14]4[O:13][CH2:12][CH2:11][O:10][C:9]=4[CH:8]=[CH:7][CH:6]=3)[CH2:25][CH2:24]2)=[O:22])=[CH:30][CH:31]=1 |f:1.2,3.4,5.6.7,9.10,12.13|. Procedure: A mixture of 5 g of 5-(2-chloroethoxy)-1,4-benzodioxane, 7.8 g of 4-(4-fluorobenzoyl)perhydroazepine hydrobromide (described in Patent EP 389,352), 1 g of potassium iodide and 6.5 g of potassium carbonate in 100 ml of diethyl ketone is maintained at 100 C. for 24 hours. The inorganic salts are then filtered off and the filtrate is concentrated under vacuum. The residue is purified by chromatography on a column of silica, with a dichloromethane/methanol/aqueous ammonia (97/3/0.3) eluent mixture. ... Starting materials: COc1ccc2c(c1)CCC(c1ccccc1N)C2, ClCCl, Cl, O=C(Cl)c1ccc(OCCN2CCCCC2)c(F)c1, [Na+], [OH-]. Product: COc1ccc2c(c1)CCC(c1ccccc1NCc1ccc(OCCN3CCCCC3)c(F)c1)C2. As a reaction SMILES: [CH3:1][O:2][c:3]1[cH:4][c:5]2[c:10]([cH:11][cH:12]1)[CH2:9][CH:8]([c:13]1[c:14]([NH2:19])[cH:15][cH:16][cH:17][cH:18]1)[CH2:7][CH2:6]2.[Cl:42][CH2:43][Cl:44].[ClH:22].[F:23][c:24]1[cH:25][c:26]([C:27]([Cl:28])=[O:29])[cH:30][cH:31][c:32]1[O:33][CH2:34][CH2:35][N:36]1[CH2:37][CH2:38][CH2:39][CH2:40][CH2:41]1.[Na+:21].[OH-:20]>>[CH3:1][O:2][c:3]1[cH:4][c:5]2[c:10]([cH:11][cH:12]1)[CH2:9][CH:8]([c:13]1[c:14]([NH:19][CH2:27][c:26]3[cH:25][c:24]([F:23])[c:32]([O:33][CH2:34][CH2:35][N:36]4[CH2:37][CH2:38][CH2:39][CH2:40][CH2:41]4)[cH:31][cH:30]3)[cH:15][cH:16][cH:17][cH:18]1)[CH2:7][CH2:6]2.